This data is from the Open Reaction Database (ORD), a public repository of structured organic reaction records. The task is: describe an organic reaction: reactants, conditions, products, and yield The reactants are C, N#CC1CC(F)CN1C(=O)CN(C(=O)OCc1ccccc1)C12CCC(C(=O)N3CCCCC3)(CC1)CC2, CN(C)C=O, O=C[O-], [NH4+], [Pd]. Product: N#CC1CC(F)CN1C(=O)CNC12CCC(C(=O)N3CCCCC3)(CC1)CC2. As a reaction SMILES: [C:48].[CH2:1]([O:2][C:3](=[O:4])[N:11]([C:12]12[CH2:13][CH2:14][C:15]([C:20](=[O:21])[N:22]3[CH2:23][CH2:24][CH2:25][CH2:26][CH2:27]3)([CH2:16][CH2:17]1)[CH2:18][CH2:19]2)[CH2:28][C:29](=[O:30])[N:31]1[CH:32]([C:37]#[N:38])[CH2:33][CH:34]([F:36])[CH2:35]1)[c:5]1[cH:6][cH:7][cH:8][cH:9][cH:10]1.[CH3:43][N:44]([CH3:45])[CH:46]=[O:47].[CH:39]([O-:40])=[O:41].[NH4+:42].[Pd:49]>>[NH:11]([C:12]12[CH2:13][CH2:14][C:15]([C:20](=[O:21])[N:22]3[CH2:23][CH2:24][CH2:25][CH2:26][CH2:27]3)([CH2:16][CH2:17]1)[CH2:18][CH2:19]2)[CH2:28][C:29](=[O:30])[N:31]1[CH:32]([C:37]#[N:38])[CH2:33][CH:34]([F:36])[CH2:35]1. Reactants: CS(=O)[O-], CNCCNC, CS(C)=O, CCOC(C)=O, [Cu+2], O=S(=O)([O-])C(F)(F)F, O=S(=O)([O-])C(F)(F)F, Cc1nc(Br)ccc1N, [Na+], O, c1ccccc1. The product is Cc1nc(S(C)(=O)=O)ccc1N. RXN SMILES: [CH3:10][S:11](=[O:12])[O-:13].[CH3:15][NH:16][CH2:17][CH2:18][NH:19][CH3:20].[CH3:22][S:23]([CH3:24])=[O:25].[CH3:49][CH2:50][O:51][C:52](=[O:53])[CH3:54].[Cu+2:40].[F:32][C:33]([F:34])([F:35])[S:36]([O-:37])(=[O:38])=[O:39].[F:41][C:42]([F:43])([F:44])[S:45]([O-:46])(=[O:47])=[O:48].[NH2:1][c:2]1[c:3]([CH3:9])[n:4][c:5]([Br:8])[cH:6][cH:7]1.[Na+:14].[OH2:21].[cH:26]1[cH:27][cH:28][cH:29][cH:30][cH:31]1>>[NH2:1][c:2]1[c:3]([CH3:9])[n:4][c:5]([S:11]([CH3:10])(=[O:12])=[O:13])[cH:6][cH:7]1. Yields the product C1(CC1)CCNC(=O)C=1N=NC(=CC1)N1CCN(CC1)C(=O)C=1N=C(OC1C(F)(F)F)C (6-[4-(2-METHYL-5-TRIFLUOROMETHYLOXAZOLE-4-CARBONYL)PIPERAZIN-1-YL]-PYRIDAZINE-3-CARBOXYLIC ACID (2-CYCLOPROPYLETHYL)AMIDE), solid. Yield: 58.0%. The reactants are CC=1OC(=C(N1)C(=O)O)C(F)(F)F (2-methyl-5-trifluoromethyloxazole-4-carboxylic acid), C1(CC1)CCNC(=O)C=1N=NC(=CC1)N1CCNCC1 (6-piperazin-1-yl-pyridazine-3-carboxylic acid (2-cyclopropylethyl)amide). Procedure details: Following the procedure of Example 9, making variations only as required to use 2-methyl-5-trifluoromethyloxazole-4-carboxylic acid in place of 2,5-dichlorobenzoic acid to react with 6-piperazin-1-yl-pyridazine-3-carboxylic acid (2-cyclopropylethyl)amide, the title compound was obtained as a white solid (58% yield). 1H NMR (300 MHz, CDCl3) δ 8.05, 7.98, 6.99, 3.75-3.95, 3.50-3.59, 2.55, 1.51, 0.71-0.80, 0.45-0.49, 0.06-0.12. MS (ES+) m/z 453 (M+1). RXN SMILES: [CH3:1][C:2]1[O:3][C:4]([C:10]([F:13])([F:12])[F:11])=[C:5]([C:7]([OH:9])=O)[N:6]=1.[CH:14]1([CH2:17][CH2:18][NH:19][C:20]([C:22]2[N:23]=[N:24][C:25]([N:28]3[CH2:33][CH2:32][NH:31][CH2:30][CH2:29]3)=[CH:26][CH:27]=2)=[O:21])[CH2:16][CH2:15]1>>[CH:14]1([CH2:17][CH2:18][NH:19][C:20]([C:22]2[N:23]=[N:24][C:25]([N:28]3[CH2:33][CH2:32][N:31]([C:7]([C:5]4[N:6]=[C:2]([CH3:1])[O:3][C:4]=4[C:10]([F:13])([F:12])[F:11])=[O:9])[CH2:30][CH2:29]3)=[CH:26][CH:27]=2)=[O:21])[CH2:16][CH2:15]1.